Dataset: the Open Reaction Database (ORD), a public repository of structured organic reaction records. Task: describe an organic reaction: reactants, conditions, products, and yield Starting materials: COC(C)(C)C (Tertiary butyl methyl ether), CO (methanol), mPEG maleimide, mPEG maleimide, CO (MeOH), SC1CC(=O)NC1=O (3-sulfanyl-succinimide), C(C)(C)N(CC)C(C)C (diisopropyl-ethylamine), mPEG maleimide, peptide, N[C@@H](CS)C(=O)O (cysteine), SC1CC(=O)NC1=O (3-sulfanyl-succinimide). Conditions: time 3 hour. Yields the product CC1SCC(N(C1=O)C(N)=O)C(=O)N (6-methyl-carbamoyl-5-oxo-thiomorpholine-3-carboxamide). RXN SMILES: [NH2:1][C@H:2]([C:5]([OH:7])=O)[CH2:3][SH:4].SC1[C:14](=[O:15])[NH:13]C(=O)C1.C([N:19](C(C)C)CC)(C)C.CO[C:27]([CH3:30])(C)C.[CH3:31][OH:32]>>[CH3:27][CH:30]1[C:31](=[O:32])[N:1]([C:14](=[O:15])[NH2:13])[CH:2]([C:5]([NH2:19])=[O:7])[CH2:3][S:4]1. Procedure: mPEG-maleimide (1.0 eq.) was dissolved at 30° C. in anhydrous MeOH in a 3-necked round bottom flask equipped with a mechanical stirrer, temperature probe, and a N2 inlet. Upon total dissolution of mPEG-maleimide, a peptide containing a N-terminal cysteine residue (1.3 eq.) was added into the clear solution and stirred at rt for 3 h. Reverse phase HPLC shows disappearance of mPEG-maleimide and new peak for the initial 3-sulfanyl-succinimide adduct. Next, ten equivalents of diisopropyl-ethylamine ... Reactants: CCCCO, CCN(C(C)C)C(C)C, Clc1ncc(Cl)c(Nc2cc(C3CC3)[nH]n2)n1, CC(N)c1ncc(F)cc1F. Yields the product CC(Nc1ncc(Cl)c(Nc2cc(C3CC3)[nH]n2)n1)c1ncc(F)cc1F. As a reaction SMILES: [CH2:38]([OH:39])[CH2:40][CH2:41][CH3:42].[CH:29]([N:30]([CH2:31][CH3:32])[CH:33]([CH3:34])[CH3:35])([CH3:36])[CH3:37].[Cl:1][c:2]1[n:3][cH:4][c:5]([Cl:17])[c:6]([NH:8][c:9]2[n:10][nH:11][c:12]([CH:14]3[CH2:15][CH2:16]3)[cH:13]2)[n:7]1.[F:18][c:19]1[c:20]([CH:26]([CH3:27])[NH2:28])[n:21][cH:22][c:23]([F:25])[cH:24]1>>[c:2]1([NH:28][CH:26]([c:20]2[c:19]([F:18])[cH:24][c:23]([F:25])[cH:22][n:21]2)[CH3:27])[n:3][cH:4][c:5]([Cl:17])[c:6]([NH:8][c:9]2[n:10][nH:11][c:12]([CH:14]3[CH2:15][CH2:16]3)[cH:13]2)[n:7]1. The reactants are CN(C)C=O, ClCCl, [K+], [K+], O=C([O-])[O-], O, N#Cc1ccc(CC(NC(=O)C(Cc2ccccc2)S(=O)(=O)Nc2ccc3ccccc3c2)C(=O)N2CCCC2)cc1. The product is CN(c1ccc2ccccc2c1)S(=O)(=O)C(Cc1ccccc1)C(=O)NC(Cc1ccc(C#N)cc1)C(=O)N1CCCC1. RXN SMILES: [CH3:53][N:54]([CH3:55])[CH:56]=[O:57].[Cl:50][CH2:51][Cl:52].[K+:43].[K+:44].[O-:45][C:46]([O-:47])=[O:48].[OH2:49].[cH:1]1[c:2]([NH:11][S:12](=[O:13])(=[O:14])[CH:15]([C:16](=[O:17])[NH:18][CH:19]([C:20](=[O:21])[N:22]2[CH2:23][CH2:24][CH2:25][CH2:26]2)[CH2:27][c:28]2[cH:29][cH:30][c:31]([C:34]#[N:35])[cH:32][cH:33]2)[CH2:36][c:37]2[cH:38][cH:39][cH:40][cH:41][cH:42]2)[cH:3][cH:4][c:5]2[cH:6][cH:7][cH:8][cH:9][c:10]12>>[cH:1]1[c:2]([N:11]([S:12](=[O:13])(=[O:14])[CH:15]([C:16](=[O:17])[NH:18][CH:19]([C:20](=[O:21])[N:22]2[CH2:23][CH2:24][CH2:25][CH2:26]2)[CH2:27][c:28]2[cH:29][cH:30][c:31]([C:34]#[N:35])[cH:32][cH:33]2)[CH2:36][c:37]2[cH:38][cH:39][cH:40][cH:41][cH:42]2)[CH3:46])[cH:3][cH:4][c:5]2[cH:6][cH:7][cH:8][cH:9][c:10]12. Procedure: Using the method of example 30(b), supra, ethyl 4-(3-cyano-4-hydroxyphenyl)butanoate (0.93 g, 4 mmol) and (R)-glycidyl nosylate (1.00 g, 3.86 mmol) were used to prepare 0.74 g (66%) of the title compound as a white solid. The product is C([C@H]1CO1)OC1=C(C=C(C=C1)CCCC(=O)OCC)C#N ((R)-2-cyano-4-(3-carbethoxypropyl)phenyl Glycidyl Ether). Reaction SMILES: [C:1]([C:3]1[CH:4]=[C:5]([CH2:10][CH2:11][CH2:12][C:13]([O:15][CH2:16][CH3:17])=[O:14])[CH:6]=[CH:7][C:8]=1[OH:9])#[N:2].S(C1C=CC([N+]([O-])=O)=CC=1)(O[CH2:22][C@@H:23]1[O:25][CH2:24]1)(=O)=O>>[CH2:22]([O:9][C:8]1[CH:7]=[CH:6][C:5]([CH2:10][CH2:11][CH2:12][C:13]([O:15][CH2:16][CH3:17])=[O:14])=[CH:4][C:3]=1[C:1]#[N:2])[C@@H:23]1[O:25][CH2:24]1. Yield: 66.3%. Reactants: C(#N)C=1C=C(C=CC1O)CCCC(=O)OCC (ethyl 4-(3-cyano-4-hydroxyphenyl)butanoate), S(=O)(=O)(OC[C@H]1CO1)C1=CC=C([N+](=O)[O-])C=C1 ((R)-glycidyl nosylate). Starting materials: CN1N=C(C=C1C)NC(C1=CC(=CC(=C1)O[C@H](COC)C)O)=O (N-(1,5-dimethyl-1H-pyrazol-3-yl)-3-hydroxy-5-{[(1S)-1-methyl-2-(methyloxy)ethyl]oxy}benzamide), C([O-])([O-])=O.[K+].[K+] (potassium carbonate), N1(CCC1)C(=O)C=1C=C(C(=NC1)Cl)Cl (5-(azetidin-1-ylcarbonyl)-2,3-dichloropyridine). Run in C(C)#N (acetonitrile). Conditions: temperature 120 celsius. Product: N1(CCC1)C(=O)C=1C=C(C(=NC1)OC=1C=C(C(=O)NC2=NN(C(=C2)C)C)C=C(C1)O[C@H](COC)C)Cl (3-{[5-(Azetidin-1-ylcarbonyl)-3-chloropyridin-2-yl]oxy}-N-(1,5-dimethyl-1H-pyrazol-3-yl)-5-{[(1S)-1-methyl-2-(methyloxy)ethyl]oxy}benzamide). Yield: 50.2%. As a reaction SMILES: [CH3:1][N:2]1[C:6]([CH3:7])=[CH:5][C:4]([NH:8][C:9](=[O:23])[C:10]2[CH:15]=[C:14]([O:16][C@@H:17]([CH3:21])[CH2:18][O:19][CH3:20])[CH:13]=[C:12]([OH:22])[CH:11]=2)=[N:3]1.C(=O)([O-])[O-].[K+].[K+].[N:30]1([C:34]([C:36]2[CH:37]=[C:38]([Cl:43])[C:39](Cl)=[N:40][CH:41]=2)=[O:35])[CH2:33][CH2:32][CH2:31]1>C(#N)C>[N:30]1([C:34]([C:36]2[CH:37]=[C:38]([Cl:43])[C:39]([O:22][C:12]3[CH:11]=[C:10]([CH:15]=[C:14]([O:16][C@@H:17]([CH3:21])[CH2:18][O:19][CH3:20])[CH:13]=3)[C:9]([NH:8][C:4]3[CH:5]=[C:6]([CH3:7])[N:2]([CH3:1])[N:3]=3)=[O:23])=[N:40][CH:41]=2)=[O:35])[CH2:33][CH2:32][CH2:31]1 |f:1.2.3|. Procedure details: A solution of N-(1,5-dimethyl-1H-pyrazol-3-yl)-3-hydroxy-5-{[(1S)-1-methyl-2-(methyloxy)ethyl]oxy}benzamide (0.62 mmol) in acetonitrile (5 mL), was treated with potassium carbonate (1.24 mmol) and 5-(azetidin-1-ylcarbonyl)-2,3-dichloropyridine (0.68 mmol), before being heated to 120° C. in a microwave reactor for 4.5 hours. The mixture was evaporated in vacuo, before being partitioned between DCM (20 mL) and water (20 mL). The organics were evaporated in vacuo then chromatographed on silica, elu... The reactants are CO (methanol), [N+](=O)([O-])C1=NN(C=C1)CCC (3-Nitro-1-propyl-1H-pyrazole), [H][H] (hydrogen). Reagents/catalysts: [Pd] (Palladium). Run in C(C)(=O)OCC (ethyl acetate). Run at temperature 25 celsius, time 16 hour. Yields the product C(CC)N1N=C(C=C1)N (1-propyl-1H-pyrazol-3-ylamine). Yield: 73.1%. As a reaction SMILES: [N+:1]([C:4]1[CH:8]=[CH:7][N:6]([CH2:9][CH2:10][CH3:11])[N:5]=1)([O-])=O.CO.[H][H]>C(OCC)(=O)C.[Pd]>[CH2:9]([N:6]1[CH:7]=[CH:8][C:4]([NH2:1])=[N:5]1)[CH2:10][CH3:11]. Procedure details: 3-Nitro-1-propyl-1H-pyrazole (92 mg, 0.59 mmol) was dissolved in ethyl acetate (3 mL) and methanol (3 mL) was added. Palladium, 10 wt. % on carbon, wet (˜50 mg) was added to the mixture. The vial was charged with hydrogen gas (via balloon) and the mixture was stirred for 16 h at 25° C. The mixture was passed through a plug of celite and concentrated in vacuo followed by purification by flash column chromatography (Merck silica gel 60, 40-63 μm; 25% ethyl acetate/hexanes to 70% ethyl acetate/hexa... Reactants: O(C1=CC=CC=C1)C1=C2C=CN=CC2=CC=C1 (5-phenoxyisoquinoline), [H][H] (hydrogen). Reagents/catalysts: [Pt]=O (platinum oxide). The solvent is CO (methanol). Yields the product O(C1=CC=CC=C1)C1=C2CCNCC2=CC=C1 (5-Phenoxy-1,2,3,4-tetrahydroisoquinoline). Yield: 59.2%. RXN SMILES: [O:1]([C:8]1[CH:17]=[CH:16][CH:15]=[C:14]2[C:9]=1[CH:10]=[CH:11][N:12]=[CH:13]2)[C:2]1[CH:7]=[CH:6][CH:5]=[CH:4][CH:3]=1.[H][H]>CO.[Pt]=O>[O:1]([C:8]1[CH:17]=[CH:16][CH:15]=[C:14]2[C:9]=1[CH2:10][CH2:11][NH:12][CH2:13]2)[C:2]1[CH:3]=[CH:4][CH:5]=[CH:6][CH:7]=1. Procedure: A solution of 5-phenoxyisoquinoline (1 g, 4.5 mmol) in methanol (50 ml) was shaken on a Parr hydrogenator at 55 psi hydrogen in the presence of platinum oxide (0.2 g) for 3 h. The catalyst was then removed by filtration and the solvent evaporated. The residue was triturated with hexane to give the title compound as a colourless solid (0.6 g, 60%); δH (CDCl3) 2.65-2.75 (2H, m, ArCH2CH2N), 3.1-3.2 (2H, m, ArCH2CH2N), 4.05 (2H, br s, ArCH2N), 6.75 (1H, d, J 8 Hz, ArH), 6.83 (1H, d, J 8 Hz, ArH), an...